Dataset: the Open Reaction Database (ORD), a public repository of structured organic reaction records. Task: describe an organic reaction: reactants, conditions, products, and yield Reactants: [Cl-].O[NH3+] (hydroxylammonium chloride), CCOCC (ether), C(C)OC(CCCCCCCCCCC)=N (ethyldodecaneimidate). Run in O (water). Reaction conditions: temperature 2 celsius. Product: C(CCCCCCCCCCC)(OCC)=NO (ethyl dodecane hydroximate). The yield is 77.0%. As a reaction SMILES: [Cl-].O[NH3+].CC[O:6]CC.[CH2:9]([O:11][C:12](=[NH:24])[CH2:13][CH2:14][CH2:15][CH2:16][CH2:17][CH2:18][CH2:19][CH2:20][CH2:21][CH2:22][CH3:23])[CH3:10]>O>[C:12](=[N:24][OH:6])([O:11][CH2:9][CH3:10])[CH2:13][CH2:14][CH2:15][CH2:16][CH2:17][CH2:18][CH2:19][CH2:20][CH2:21][CH2:22][CH3:23] |f:0.1|. Procedure: A mixture containing fourteen grams of hydroxylammonium chloride dissolved in 100 ml of water was added to 100 ml of ether in a 250 ml flask. The resulting mixture was cooled to 2° C. and 45.4 g of ethyldodecaneimidate were added to the mixture with stirring. The reaction mixture was stirred for an additional 30 minutes at 2° C. The layers were separated and the aqueous layer was extracted three times with 75 ml of ether. The ether layer and washings were combined and then dried over sodium sulf... Starting materials: CCC(CC)(c1ccc(OCC(O)C(C)(C)C)c(C)c1)c1cc(C)c(S(N)(=O)=O)s1, COC(C)=O, C1COCCO1. Yields the product CCC(CC)(c1ccc(OCC(O)C(C)(C)C)c(C)c1)c1cc(C)c(S(N)(=O)=O)s1, CC(=O)O. RXN SMILES: [CH2:6]([CH3:7])[C:8]([CH2:9][CH3:10])([c:11]1[cH:12][c:13]([CH3:25])[c:14]([O:17][CH2:18][CH:19]([C:20]([CH3:21])([CH3:22])[CH3:23])[OH:24])[cH:15][cH:16]1)[c:26]1[cH:27][c:28]([CH3:35])[c:29]([S:31](=[O:32])(=[O:33])[NH2:34])[s:30]1.[CH3:1][O:2][C:3]([CH3:4])=[O:5].[O:36]1[CH2:37][CH2:38][O:39][CH2:40][CH2:41]1>>[CH2:6]([CH3:7])[C:8]([CH2:9][CH3:10])([c:11]1[cH:12][c:13]([CH3:25])[c:14]([O:17][CH2:18][CH:19]([C:20]([CH3:21])([CH3:22])[CH3:23])[OH:24])[cH:15][cH:16]1)[c:26]1[cH:27][c:28]([CH3:35])[c:29]([S:31](=[O:32])(=[O:33])[NH2:34])[s:30]1.[O:2]=[C:3]([CH3:4])[OH:5].